Dataset: the Open Reaction Database (ORD), a public repository of structured organic reaction records. Task: describe an organic reaction: reactants, conditions, products, and yield Starting materials: C(C)C(C(=O)N1CCC2(N[C@H](C(N2)=O)CCSC)CC1)CC (8-(2-ethylbutyryl)-3-(S)-(2-methylsulfanylethyl)-1,4,8-triazaspiro[4,5]decan-2-one), [H-].[Na+] (sodium hydride), [NH4+].[Cl-] (NH4Cl), C(C1=CC=CC=C1)Cl (benzyl chloride). Solvent: C1CCOC1 (THF). Run at temperature 0 celsius, time 1 hour. Product: C(C1=CC=CC=C1)N1C([C@@H](NC12CCN(CC2)C(C(CC)CC)=O)CCSC)=O (1-benzyl-8-(2-ethylbutyryl)-3-(S)-(2-methylsulfanylethyl)-1,4,8-triazaspiro[4,5]decan-2-one). RXN SMILES: [CH2:1]([CH:3]([CH2:21][CH3:22])[C:4]([N:6]1[CH2:20][CH2:19][C:9]2([NH:13][C:12](=[O:14])[C@H:11]([CH2:15][CH2:16][S:17][CH3:18])[NH:10]2)[CH2:8][CH2:7]1)=[O:5])[CH3:2].[H-].[Na+].[CH2:25](Cl)[C:26]1[CH:31]=[CH:30][CH:29]=[CH:28][CH:27]=1.[NH4+].[Cl-]>C1COCC1>[CH2:25]([N:13]1[C:9]2([CH2:8][CH2:7][N:6]([C:4](=[O:5])[CH:3]([CH2:1][CH3:2])[CH2:21][CH3:22])[CH2:20][CH2:19]2)[NH:10][C@@H:11]([CH2:15][CH2:16][S:17][CH3:18])[C:12]1=[O:14])[C:26]1[CH:31]=[CH:30][CH:29]=[CH:28][CH:27]=1 |f:1.2,4.5|. Reported procedure: To a solution of 8-(2-ethylbutyryl)-3-(S)-(2-methylsulfanylethyl)-1,4,8-triazaspiro[4,5]decan-2-one (420 mg, 1.3 mmol) in 20 mL of dry THF there was added sodium hydride (50 mg, 1.9 mmol) at 0° C. and under a blanket of nitrogen. Following stirring over a period of 1 h at 0° C., benzyl chloride (140 mg, 1.4 mmol) was slowly added dropwise and the mixture was then heated under reflux over a period of 24 h. Following the addition of an aqueous saturated NH4Cl solution (15 mL), the reaction mixture... Reactants: COC=1C=C(C=CC1N1C=NC(=C1)C)NC(=S)N ([3-methoxy-4-(4-methyl-imidazol-1-yl)-phenyl]-thiourea), BrC1C(C(CCC1)C1=NC(=NO1)C)=O (2-bromo-6-(3-methyl-[1,2,4]oxadiazol-5-yl)-cyclohexanone). Yields the product COC=1C=C(C=CC1N1C=NC(=C1)C)NC=1SC2=C(N1)C(CCC2)C2=NC(=NO2)C ([3-Methoxy-4-(4-methyl-imidazol-1-yl)-phenyl]-[4-(3-methyl-[1,2,4]oxadiazol-5-yl)-4,5,6,7-tetrahydro-benzothiazol-2-yl]-amine), foam. Isolated yield 22.0%. RXN SMILES: [CH3:1][O:2][C:3]1[CH:4]=[C:5]([NH:15][C:16]([NH2:18])=[S:17])[CH:6]=[CH:7][C:8]=1[N:9]1[CH:13]=[C:12]([CH3:14])[N:11]=[CH:10]1.Br[CH:20]1[CH2:25][CH2:24][CH2:23][CH:22]([C:26]2[O:30][N:29]=[C:28]([CH3:31])[N:27]=2)[C:21]1=O>>[CH3:1][O:2][C:3]1[CH:4]=[C:5]([NH:15][C:16]2[S:17][C:20]3[CH2:25][CH2:24][CH2:23][CH:22]([C:26]4[O:30][N:29]=[C:28]([CH3:31])[N:27]=4)[C:21]=3[N:18]=2)[CH:6]=[CH:7][C:8]=1[N:9]1[CH:13]=[C:12]([CH3:14])[N:11]=[CH:10]1. Reported procedure: The title compound was prepared from [3-methoxy-4-(4-methyl-imidazol-1-yl)-phenyl]-thiourea (70 mg, 0.27 mmol) and crude 2-bromo-6-(3-methyl-[1,2,4]oxadiazol-5-yl)-cyclohexanone (173 mg, ca. 0.5 mmol) using in analogous manner the procedure described in example 1b). Obtained as a light-brown foam (25 mg, 22%). MS ISP (m/e): 423.1 (100) [(M+H)+]. Reactants: C(C1=CC=CC=C1)N(CC(=O)C1=CC=C(C(C(=O)N)=C1)O)CC1=CC=CC=C1 (5-(N,N-dibenzylglycyl)salicylamide), [I-].[Na+] (sodium iodide), C([O-])([O-])=O.[K+].[K+] (potassium carbonate), ClCCCO (3-chloropropan-1-ol). Solvent: CC(CC)=O (butanone). The product is C(C1=CC=CC=C1)N(CC(=O)C=1C=CC(=C(C(=O)N)C1)OCCCO)CC1=CC=CC=C1 (5-(N,N-Dibenzylglycyl)-2-(3-hydroxypropoxy)benzamide). The yield is 132.5%. RXN SMILES: [CH2:1]([N:8]([CH2:22][C:23]1[CH:28]=[CH:27][CH:26]=[CH:25][CH:24]=1)[CH2:9][C:10]([C:12]1[CH:20]=[C:16]([C:17]([NH2:19])=[O:18])[C:15]([OH:21])=[CH:14][CH:13]=1)=[O:11])[C:2]1[CH:7]=[CH:6][CH:5]=[CH:4][CH:3]=1.[I-].[Na+].C(=O)([O-])[O-].[K+].[K+].Cl[CH2:38][CH2:39][CH2:40][OH:41]>CC(=O)CC>[CH2:22]([N:8]([CH2:1][C:2]1[CH:3]=[CH:4][CH:5]=[CH:6][CH:7]=1)[CH2:9][C:10]([C:12]1[CH:13]=[CH:14][C:15]([O:21][CH2:38][CH2:39][CH2:40][OH:41])=[C:16]([CH:20]=1)[C:17]([NH2:19])=[O:18])=[O:11])[C:23]1[CH:28]=[CH:27][CH:26]=[CH:25][CH:24]=1 |f:1.2,3.4.5|. Procedure: A mixture of 5-(N,N-dibenzylglycyl)salicylamide (10.0 g), sodium iodide (4.0 g), potassium carbonate (3.7 g) and 3-chloropropan-1-ol (2.56 g) in butanone (100 ml) was heated under reflux for 24 hours, and filtered to give a cream solid (15.3 g). This was extracted with boiling ethanol and the clear solution was cooled to give a yellow solid (4.0 g) which was crystallised from methanol as colourless crystals (3.4 g). It had m.p. 171°-175°.